Dataset: the Open Reaction Database (ORD), a public repository of structured organic reaction records. Task: describe an organic reaction: reactants, conditions, products, and yield The reactants are ClC=1C=CC(=NC1)NC(=O)C1=C(C=C(C(=O)OC(C)(C)C)C=C1)[N+](=O)[O-] (t-Butyl 4-{[(5-chloropyridin-2-yl)amino]-carbonyl}-3-nitrobenzoate). Reagents/catalysts: [Ni] (Raney nickel). Run in O1CCCC1 (tetrahydrofuran). Conditions: time 8 hour. Yields the product NC=1C=C(C(=O)OC(C)(C)C)C=CC1C(=O)NC1=NC=C(C=C1)Cl (t-butyl 3-amino-4-{[(5-chloropyridin-2-yl)amino]carbonyl}benzoate). Yield: 78.1%. RXN SMILES: [Cl:1][C:2]1[CH:3]=[CH:4][C:5]([NH:8][C:9]([C:11]2[CH:23]=[CH:22][C:14]([C:15]([O:17][C:18]([CH3:21])([CH3:20])[CH3:19])=[O:16])=[CH:13][C:12]=2[N+:24]([O-])=O)=[O:10])=[N:6][CH:7]=1>O1CCCC1.[Ni]>[NH2:24][C:12]1[CH:13]=[C:14]([CH:22]=[CH:23][C:11]=1[C:9]([NH:8][C:5]1[CH:4]=[CH:3][C:2]([Cl:1])=[CH:7][N:6]=1)=[O:10])[C:15]([O:17][C:18]([CH3:21])([CH3:20])[CH3:19])=[O:16]. Reported procedure: t-Butyl 4-{[(5-chloropyridin-2-yl)amino]-carbonyl}-3-nitrobenzoate (3.2 g) obtained in Example 2(1) is dissolved in tetrahydrofuran (50 ml) and thereto is added Raney nickel, and the mixture is stirred at room temperature under hydrogen pressure (3 atm.) overnight. The insoluble materials are removed by filtration on Celite and the filtrate is concentrated under reduced pressure. The residue is purified by silica gel column chromatography (eluent: chloroform/ethyl acetate=20/1) to give t-butyl 3... Starting materials: FC(C(=O)O)(F)F.O[C@H]1[C@@H](C[C@@H]([C@H]1O)NC(CC)=O)N1C2=NC(=NC(=C2N=C1)NCC(C1=CC=CC=C1)C1=CC=CC=C1)N1C[C@@H](CC1)NC(=O)N1C[C@@H](CC1)N(C)C ((R)-3-dimethylamino-pyrrolidine-1-carboxylic acid {(R)-1-[9-((1R,2S,3R,4S)-2,3-dihydroxy-4-propionylamino-cyclopentyl)-6-(2,2-diphenyl-ethylamino)-9H-purin-2-yl]-pyrrolidin-3-yl}-amide trifluoroacetate), CN([C@H]1CNCC1)C (dimethyl-(R)-pyrrolidin-3-yl-amine), amine. As a reaction SMILES: [F:1][C:2]([F:7])([F:6])[C:3]([OH:5])=[O:4].[OH:8][C@@H:9]1[C@H:13]([OH:14])[C@@H:12]([NH:15][C:16](=[O:19])[CH2:17][CH3:18])[CH2:11][C@H:10]1[N:20]1[CH:28]=[N:27][C:26]2[C:21]1=[N:22][C:23]([N:44]1[CH2:48][CH2:47][C@@H:46]([NH:49][C:50]([N:52]3[CH2:56]C[C@@H:54]([N:57]([CH3:59])[CH3:58])[CH2:53]3)=[O:51])[CH2:45]1)=[N:24][C:25]=2[NH:29][CH2:30][CH:31]([C:38]1[CH:43]=[CH:42][CH:41]=[CH:40][CH:39]=1)[C:32]1[CH:37]=[CH:36][CH:35]=[CH:34][CH:33]=1.C[N:61](C)[C@@H:62]1CCN[CH2:63]1>>[F:1][C:2]([F:7])([F:6])[C:3]([OH:5])=[O:4].[OH:8][C@@H:9]1[C@H:13]([OH:14])[C@@H:12]([NH:15][C:16](=[O:19])[CH2:17][CH3:18])[CH2:11][C@H:10]1[N:20]1[CH:28]=[N:27][C:26]2[C:21]1=[N:22][C:23]([N:44]1[CH2:48][CH2:47][C@@H:46]([NH:49][C:50]([N:52]3[CH2:53][CH2:54][N:57]([CH2:58][CH2:63][C:62]#[N:61])[CH2:59][CH2:56]3)=[O:51])[CH2:45]1)=[N:24][C:25]=2[NH:29][CH2:30][CH:31]([C:32]1[CH:37]=[CH:36][CH:35]=[CH:34][CH:33]=1)[C:38]1[CH:39]=[CH:40][CH:41]=[CH:42][CH:43]=1 |f:0.1,3.4|. Procedure details: This compound is prepared analogously to (R)-3-dimethylamino-pyrrolidine-1-carboxylic acid {(R)-1-[9-((1R,2S,3R,4S)-2,3-dihydroxy-4-propionylamino-cyclopentyl)-6-(2,2-diphenyl-ethylamino)-9H-purin-2-yl]-pyrrolidin-3-yl}-amide trifluoroacetate (Example 134) by replacing dimethyl-(R)-pyrrolidin-3-yl-amine with the appropriate amine. (MH+ 697.4) The product is FC(C(=O)O)(F)F.O[C@H]1[C@@H](C[C@@H]([C@H]1O)NC(CC)=O)N1C2=NC(=NC(=C2N=C1)NCC(C1=CC=CC=C1)C1=CC=CC=C1)N1C[C@@H](CC1)NC(=O)N1CCN(CC1)CCC#N (4-(2-cyano-ethyl)-piperazine-1-carboxylic acid {(R)-1-[9-((1R,2S,3R,4S)-2,3-dihydroxy-4-propionylamino-cyclopentyl)-6-(2,2-diphenyl-ethylamino)-9H-purin-2-yl]-pyrrolidin-3-yl}-amide trifluoroacetate). Starting materials: ClC1=NC2=CC=C(C=C2C(=N1)NCCCCC)[N+](=O)[O-] (2-chloro-6-nitro-4-pentylaminoquinazoline), C(C=C)N (allylamine). The solvent is O (water). Conditions: time 8 hour. The product is free base, Cl.C(C=C)NC1=NC2=CC=C(C=C2C(=N1)NCCCCC)[N+](=O)[O-] (2-Allylamino-6-nitro-4-pentylaminoquinazoline hydrochloride). Isolated yield 83.6%. RXN SMILES: [Cl:1][C:2]1[N:11]=[C:10]([NH:12][CH2:13][CH2:14][CH2:15][CH2:16][CH3:17])[C:9]2[C:4](=[CH:5][CH:6]=[C:7]([N+:18]([O-:20])=[O:19])[CH:8]=2)[N:3]=1.[CH2:21]([NH2:24])[CH:22]=[CH2:23]>O>[ClH:1].[CH2:21]([NH:24][C:2]1[N:11]=[C:10]([NH:12][CH2:13][CH2:14][CH2:15][CH2:16][CH3:17])[C:9]2[C:4](=[CH:5][CH:6]=[C:7]([N+:18]([O-:20])=[O:19])[CH:8]=2)[N:3]=1)[CH:22]=[CH2:23] |f:3.4|. Procedure details: To 170 mg (0.61 mmol) of 2-chloro-6-nitro-4-pentylaminoquinazoline was added 1.52 g (26.66 mmol) of allylamine, followed by stirring at room temperature overnight. To the reaction solution was water added, followed by extraction with ethyl acetate, washing with brine and drying over anhydrous sodium sulfate. After the solvent was distilled off, the residue was purified by a silica gel column to give 160 mg (yield: 83.6%) of a free base compound of the title compound. Run in C(Cl)Cl (DCM). Product: C(N)(=O)C=1C(=NN(C1)C1(CCN(CC1)C(=O)OC)CC#N)NC1=CC=C(C=C1)S(=O)(=O)C(F)(F)F (Methyl 4-(4-carbamoyl-3-(4-(trifluoromethylsulfonyl)phenylamino)-1H-pyrazol-1-yl)-4-(cyanomethyl)piperidine-1-carboxylate). Run at time 30 minute. Reactants: CCN(C(C)C)C(C)C (DIPEA), FC(C(=O)[O-])(F)F.C(N)(=O)C=1C(=NN(C1)C1(CC[NH2+]CC1)CC#N)NC1=CC=C(C=C1)S(=O)(=O)C(F)(F)F (4-[4-Carbamoyl-3-({4-[(trifluoromethyl)sulfonyl]phenyl}amino)-1H-pyrazol-1-yl]-4-(cyanomethyl)piperidinium trifluoroacetate), ClC(=O)OC (methyl chloroformate). RXN SMILES: FC(F)(F)C([O-])=O.[C:8]([C:11]1[C:12]([NH:25][C:26]2[CH:31]=[CH:30][C:29]([S:32]([C:35]([F:38])([F:37])[F:36])(=[O:34])=[O:33])=[CH:28][CH:27]=2)=[N:13][N:14]([C:16]2([CH2:22][C:23]#[N:24])[CH2:21][CH2:20][NH2+:19][CH2:18][CH2:17]2)[CH:15]=1)(=[O:10])[NH2:9].CCN(C(C)C)C(C)C.Cl[C:49]([O:51][CH3:52])=[O:50]>C(Cl)Cl>[C:8]([C:11]1[C:12]([NH:25][C:26]2[CH:31]=[CH:30][C:29]([S:32]([C:35]([F:38])([F:36])[F:37])(=[O:33])=[O:34])=[CH:28][CH:27]=2)=[N:13][N:14]([C:16]2([CH2:22][C:23]#[N:24])[CH2:21][CH2:20][N:19]([C:49]([O:51][CH3:52])=[O:50])[CH2:18][CH2:17]2)[CH:15]=1)(=[O:10])[NH2:9] |f:0.1|. Procedure details: 4-[4-Carbamoyl-3-({4-[(trifluoromethyl)sulfonyl]phenyl}amino)-1H-pyrazol-1-yl]-4-(cyanomethyl)piperidinium trifluoroacetate (Intermediate #38-7) (30 mg, 0.053 mmol) was dissolved in DCM (1.0 mL). DIPEA (0.055 mL, 0.32 mmol) was added, followed by methyl chloroformate (0.024 mL, 0.32 mmol). The resulting mixture was allowed to stir at ambient temperature for 30 minutes. The solvent was removed in vacuo and the crude residue was purified by reverse-phase preparative HPLC (MeCN/water, with 0.1% v/v... Starting materials: [Al+3], [H-], [H-], [H-], [H-], [Li+], C1CCOC1, O=C(c1c(-c2ccccc2)[nH]c2ccccc12)C1CCCNC1. Product: c1ccc(-c2[nH]c3ccccc3c2CC2CCCNC2)cc1. Reaction SMILES: [Al+3:25].[H-:24].[H-:27].[H-:28].[H-:29].[Li+:26].[O:30]1[CH2:31][CH2:32][CH2:33][CH2:34]1.[c:1]1(-[c:7]2[nH:8][c:9]3[cH:10][cH:11][cH:12][cH:13][c:14]3[c:15]2[C:16](=[O:17])[CH:18]2[CH2:19][NH:20][CH2:21][CH2:22][CH2:23]2)[cH:2][cH:3][cH:4][cH:5][cH:6]1>>[c:1]1(-[c:7]2[nH:8][c:9]3[cH:10][cH:11][cH:12][cH:13][c:14]3[c:15]2[CH2:16][CH:18]2[CH2:19][NH:20][CH2:21][CH2:22][CH2:23]2)[cH:2][cH:3][cH:4][cH:5][cH:6]1. Starting materials: CC1(C(NC2=CC(=CC=C12)C#N)=O)C (3,3-dimethyl-2,3-dihydro-2-oxo-(1H)-6-indolecarbonitrile), A-3,818,830, C1(=C(C=CC=C1)N)N (ortho-phenylenediamine). Solvent: polyphosphoric acid, O (water), N (ammonia). The product is CC1(C(NC2=CC(=CC=C12)C=1NC2=C(N1)C=CC=C2)=O)C (2-(3,3-Dimethyl-2,3-dihydro-2-oxo-(1H)-6-indolyl)benzimidazole). The yield is 10.3%. RXN SMILES: [CH3:1][C:2]1([CH3:14])[C:10]2[C:5](=[CH:6][C:7]([C:11]#[N:12])=[CH:8][CH:9]=2)[NH:4][C:3]1=[O:13].[C:15]1(N)[CH:20]=[CH:19][CH:18]=[CH:17][C:16]=1[NH2:21]>O.N>[CH3:1][C:2]1([CH3:14])[C:10]2[C:5](=[CH:6][C:7]([C:11]3[NH:21][C:16]4[CH:17]=[CH:18][CH:19]=[CH:20][C:15]=4[N:12]=3)=[CH:8][CH:9]=2)[NH:4][C:3]1=[O:13]. Reported procedure: One heated 3,3-dimethyl-2,3-dihydro-2-oxo-(1H)-6-indolecarbonitrile (2.6 g, preparation described in DE-A-3,818,830) and ortho-phenylenediamine (2.6 g) in polyphosphoric acid for 6 h at 160° C. One allowed to cool to 80°-90° C., added ice thereto, diluted with water to a volume of 1.2 l and neutralised with conc. ammonia. One extracted with a mixture of dichloromethane:methanol=10:1, removed the solvent in a vacuum and purified the residue column chromatographically (silica gel 60, dichlorometha...